From a dataset of the Open Reaction Database (ORD), a public repository of structured organic reaction records. describe an organic reaction: reactants, conditions, products, and yield Reactants: COC(CN1C=NC(=C1)NC(C(CCC)NC(CC1=CC(=CC(=C1)F)F)=O)=O)=O ((4-{2-[2-(3,5-Difluoro-phenyl)-acetylamino]-pentanoylamino}-imidazol-1-yl)-acetic acid methyl ester), [H-].[H-].[H-].[H-].[Li+].[Al+3] (LAH). Product: OCCN1C=NC(=C1)NC(C(CCC)NC(CC1=CC(=CC(=C1)F)F)=O)=O (2-[2-(3,5-Difluoro-phenyl)-acetylamino]-pentanoic acid [1-(2-hydroxy-ethyl)-1H-imidazol-4-yl]-amide). Reaction SMILES: C[O:2][C:3](=O)[CH2:4][N:5]1[CH:9]=[C:8]([NH:10][C:11](=[O:28])[CH:12]([NH:16][C:17](=[O:27])[CH2:18][C:19]2[CH:24]=[C:23]([F:25])[CH:22]=[C:21]([F:26])[CH:20]=2)[CH2:13][CH2:14][CH3:15])[N:7]=[CH:6]1.[H-].[H-].[H-].[H-].[Li+].[Al+3]>>[OH:2][CH2:3][CH2:4][N:5]1[CH:9]=[C:8]([NH:10][C:11](=[O:28])[CH:12]([NH:16][C:17](=[O:27])[CH2:18][C:19]2[CH:24]=[C:23]([F:25])[CH:22]=[C:21]([F:26])[CH:20]=2)[CH2:13][CH2:14][CH3:15])[N:7]=[CH:6]1 |f:1.2.3.4.5.6|. Reported procedure: (4-{2-[2-(3,5-Difluoro-phenyl)-acetylamino]-pentanoylamino}-imidazol-1-yl)-acetic acid methyl ester was reduced using LAH to afford the title compound: C13 NMR (100 MHz, CDCl3) 12.8, 19.0, 34.3, 41.6, 49.8, 53.6, 61.1, 101.6, 101.8, 102.1, 108.4, 111.9, 112.1, 112.1, 134.0, 136.6, 162.0, 164.5, 170.3, 171.4; MS m/z 381.1 (M+1).